Dataset: the Open Reaction Database (ORD), a public repository of structured organic reaction records. Task: describe an organic reaction: reactants, conditions, products, and yield The reactants are C[C@@H]1NC(O[C@@H]1C1=CC=CC=C1)=O ((4S,5R)-(−)-4-methyl-5-phenyl-2-oxazolidinone), C(CCC)[Li] (n-butyllithium), BrC1=C(CBr)C=C(C=C1)C(F)(F)F (2-Bromo-5-(trifluoromethyl)benzyl bromide). Reaction conditions: temperature -78 celsius, time 30 minute. Yields the product BrC1=C(CN2C(O[C@@H]([C@@H]2C)C2=CC=CC=C2)=O)C=C(C=C1)C(F)(F)F ((4S,5R)-3-(2-Bromo-5-trifluoromethyl-benzyl)-4-methyl-5-phenyl-oxazolidin-2-one). As a reaction SMILES: [CH3:1][C@H:2]1[C@@H:6]([C:7]2[CH:12]=[CH:11][CH:10]=[CH:9][CH:8]=2)[O:5][C:4](=[O:13])[NH:3]1.C([Li])CCC.[Br:19][C:20]1[CH:27]=[CH:26][C:25]([C:28]([F:31])([F:30])[F:29])=[CH:24][C:21]=1[CH2:22]Br>>[Br:19][C:20]1[CH:27]=[CH:26][C:25]([C:28]([F:29])([F:30])[F:31])=[CH:24][C:21]=1[CH2:22][N:3]1[C@@H:2]([CH3:1])[C@@H:6]([C:7]2[CH:12]=[CH:11][CH:10]=[CH:9][CH:8]=2)[O:5][C:4]1=[O:13]. Procedure details: To (4S,5R)-(−)-4-methyl-5-phenyl-2-oxazolidinone (0.386 g, 2.13 mmol) in THY (7 mL) at −78° C. under N2 was added n-butyllithium (2.5M in hexanes; 0.94 mL, 2.35 mmol), and the mixture was stirred at −78° C. for 30 minutes. 2-Bromo-5-(trifluoromethyl)benzyl bromide (0.678 g, 2.13 mmol) was added, and the reaction was warmed to room temperature and stirred overnight. Once no starting material was seen by analytical LCMS, the mixture was transferred to a separatory funnel and partitioned between Et... The reactants are Cc1ccc(-c2c(OCCOc3ncc(Br)cn3)nn(C)c2NS(=O)(=O)c2ccc(C(C)C)cn2)cc1, C=O, CN(C)C=O, O=C[O-], [Na+], Cl[Pd]Cl, c1ccc(P(c2ccccc2)c2ccccc2)cc1, c1ccc(P(c2ccccc2)c2ccccc2)cc1. The product is Cc1ccc(-c2c(OCCOc3ncccn3)nn(C)c2NS(=O)(=O)c2ccc(C(C)C)cn2)cc1. RXN SMILES: [Br:1][c:2]1[cH:3][n:4][c:5]([O:8][CH2:9][CH2:10][O:11][c:12]2[n:13][n:14]([CH3:37])[c:15]([NH:24][S:25](=[O:26])(=[O:27])[c:28]3[n:29][cH:30][c:31]([CH:34]([CH3:35])[CH3:36])[cH:32][cH:33]3)[c:16]2-[c:17]2[cH:18][cH:19][c:20]([CH3:23])[cH:21][cH:22]2)[n:6][cH:7]1.[C:42]=[O:43].[CH3:85][N:86]([CH3:87])[CH:88]=[O:89].[CH:38]([O-:39])=[O:40].[Na+:41].[Pd:44]([Cl:45])[Cl:46].[c:47]1([P:48]([c:49]2[cH:50][cH:51][cH:52][cH:53][cH:54]2)[c:55]2[cH:56][cH:57][cH:58][cH:59][cH:60]2)[cH:61][cH:62][cH:63][cH:64][cH:65]1.[c:66]1([P:67]([c:68]2[cH:69][cH:70][cH:71][cH:72][cH:73]2)[c:74]2[cH:75][cH:76][cH:77][cH:78][cH:79]2)[cH:80][cH:81][cH:82][cH:83][cH:84]1>>[cH:2]1[cH:3][n:4][c:5]([O:8][CH2:9][CH2:10][O:11][c:12]2[n:13][n:14]([CH3:37])[c:15]([NH:24][S:25](=[O:26])(=[O:27])[c:28]3[n:29][cH:30][c:31]([CH:34]([CH3:35])[CH3:36])[cH:32][cH:33]3)[c:16]2-[c:17]2[cH:18][cH:19][c:20]([CH3:23])[cH:21][cH:22]2)[n:6][cH:7]1.